describe an organic reaction: reactants, conditions, products, and yield From a dataset of the Open Reaction Database (ORD), a public repository of structured organic reaction records. The reactants are C(C)OC(=O)[C@@H]1CC[C@H](CC1)C=1SC(=C(N1)C)Br (trans-4-(5-bromo-4-methyl-thiazol-2-yl)-cyclohexanecarboxylic acid ethyl ester), [Cl-].C[Zn+] (methyl zinc chloride), CN1C(N(CC1)C)=O (1,3-dimethyl-2-imidazolidinone). Reagents/catalysts: C(C)(C)N1C(N(C=C1)C(C)C)=[Pd-2](C1=NC=CC=C1Cl)Cl ((1,3-diisopropylimidazol-2-ylidene)(3-chloropyridyl)palladium(II) chloride). Run in O1CCCC1 (tetrahydrofuran), O1CCCC1 (tetrahydrofuran). Reaction conditions: temperature 50 celsius. Yields the product C(C)OC(=O)[C@@H]1CC[C@H](CC1)C=1SC(=C(N1)C)C (trans-4-(4,5-Dimethyl-thiazol-2-yl)-cyclohexanecarboxylic acid ethyl ester). The yield is 57.0%. RXN SMILES: [CH2:1]([O:3][C:4]([C@H:6]1[CH2:11][CH2:10][C@H:9]([C:12]2[S:13][C:14](Br)=[C:15]([CH3:17])[N:16]=2)[CH2:8][CH2:7]1)=[O:5])[CH3:2].[Cl-].C[Zn+].[CH3:22]N1CCN(C)C1=O>C(N1C=CN(C(C)C)C1=[Pd-2](Cl)C1C(Cl)=CC=CN=1)(C)C.O1CCCC1>[CH2:1]([O:3][C:4]([C@H:6]1[CH2:11][CH2:10][C@H:9]([C:12]2[S:13][C:14]([CH3:22])=[C:15]([CH3:17])[N:16]=2)[CH2:8][CH2:7]1)=[O:5])[CH3:2] |f:1.2|. Procedure: To a solution of cis/trans-4-(5-bromo-4-methyl-thiazol-2-yl)-cyclohexanecarboxylic acid ethyl ester (1:5) (371 mg, 1.12 mmol) and 2 M methyl zinc chloride solution in tetrahydrofuran (0.837 ml, 1.67 mmol) in a 5:1 mixture of tetrahydrofuran and 1,3-dimethyl-2-imidazolidinone (6 ml) was added (1,3-diisopropylimidazol-2-ylidene)(3-chloropyridyl)palladium(II) chloride (15.2 mg, 22.3 μmol) at room temperature. The reaction mixture was heated at 50° C. for 2 h. After cooling to room temperature the r... Starting materials: C(C1=CC=CC=C1)C1CC2CCC(C1)N2 (3-benzyl-8-aza-bicyclo[3.2.1]octane), N1C=NC(=C1)CCC=O (3-(1H-imidazol-4-yl)-propionaldehyde), ClCCCl (1,2-dichloroethane), C(C)(=O)O[BH-](OC(C)=O)OC(C)=O.[Na+] (sodium triacetoxyborohydride). Solvent: C(Cl)(Cl)Cl (chloroform), C(=O)([O-])[O-].[Na+].[Na+] (Na2CO3). Run at time 48 hour. Yields the product [NH4+].[OH-] (NH4OH), C(C1=CC=CC=C1)C1CC2CCC(C1)N2CCCC=2N=CNC2 (3-benzyl-8-[3-(1H-imidazol-4-yl)-propyl]-8-aza-bicyclo[3.2.1]octane). Yield: 130.1%. As a reaction SMILES: [CH2:1]([CH:8]1[CH2:14][CH:13]2[NH:15][CH:10]([CH2:11][CH2:12]2)[CH2:9]1)[C:2]1[CH:7]=[CH:6][CH:5]=[CH:4][CH:3]=1.[NH:16]1[CH:20]=[C:19]([CH2:21][CH2:22][CH:23]=[O:24])[N:18]=[CH:17]1.ClCCCl.C(O[BH-](OC(=O)C)OC(=O)C)(=O)C.[Na+]>C(Cl)(Cl)Cl.C([O-])([O-])=O.[Na+].[Na+]>[NH4+:15].[OH-:24].[CH2:1]([CH:8]1[CH2:14][CH:13]2[N:15]([CH2:23][CH2:22][CH2:21][C:19]3[N:18]=[CH:17][NH:16][CH:20]=3)[CH:10]([CH2:11][CH2:12]2)[CH2:9]1)[C:2]1[CH:7]=[CH:6][CH:5]=[CH:4][CH:3]=1 |f:3.4,6.7.8,9.10|. Procedure details: A mixture of 0.25 g of 3-benzyl-8-aza-bicyclo[3.2.1]octane, 0.45 g of 3-(1H-imidazol-4-yl)-propionaldehyde, 5 mL of 1,2-dichloroethane and 0.5 g of sodium triacetoxyborohydride was stirred at room temperature for 48 h. The reaction mixture was diluted with 50 mL chloroform and 10 mL saturated aqueous Na2CO3 and the layers separated. The aqueous layer was extracted with 2×25 mL of chloroform and the combined organic layers dried over magnesium sulfate and concentrated under reduced pressure. Puri...